Dataset: the Open Reaction Database (ORD), a public repository of structured organic reaction records. Task: describe an organic reaction: reactants, conditions, products, and yield The reactants are C(C)(=O)O[C@@H]1[C@H](O[C@@H]([C@H]([C@@H]1OC(C)=O)OC(C)=O)COC(C)=O)SCCC(=O)N[C@@H](CCCNC(CCS[C@@H]1[C@@H](OC(C)=O)[C@@H](OC(C)=O)[C@H](OC(C)=O)[C@H](O1)COC(C)=O)=O)C(=O)O (N2,N5 -Bis[3-(2,3,4,6-tetra-O-acetyl-α-D-mannopyranosylthio)propionyl]-L-ornithine). The solvent is CO.O.CCN(CC)CC (MeOH-H2O Et3N). Product: [C@H]1([C@@H](O)[C@@H](O)[C@H](O)[C@H](O1)CO)SCCC(=O)N[C@@H](CCCNC(CCS[C@@H]1[C@@H](O)[C@@H](O)[C@H](O)[C@H](O1)CO)=O)C(=O)O (N2,N5 -Bis[3-(α-D-mannopyranosylthio)propionyl)-L-ornithine). Yield: 99.5%. Reaction SMILES: C([O:4][C@H:5]1[C@@H:10]([O:11]C(=O)C)[C@H:9]([O:15]C(=O)C)[C@@H:8]([CH2:19][O:20]C(=O)C)[O:7][C@@H:6]1[S:24][CH2:25][CH2:26][C:27]([NH:29][C@H:30]([C:63]([OH:65])=[O:64])[CH2:31][CH2:32][CH2:33][NH:34][C:35](=[O:62])[CH2:36][CH2:37][S:38][C@H:39]1[O:56][C@H:55]([CH2:57][O:58]C(=O)C)[C@@H:50]([O:51]C(=O)C)[C@H:45]([O:46]C(=O)C)[C@@H:40]1[O:41]C(=O)C)=[O:28])(=O)C>CO.O.CCN(CC)CC>[C@H:6]1([S:24][CH2:25][CH2:26][C:27]([NH:29][C@H:30]([C:63]([OH:65])=[O:64])[CH2:31][CH2:32][CH2:33][NH:34][C:35](=[O:62])[CH2:36][CH2:37][S:38][C@H:39]2[O:56][C@H:55]([CH2:57][OH:58])[C@@H:50]([OH:51])[C@H:45]([OH:46])[C@@H:40]2[OH:41])=[O:28])[O:7][C@H:8]([CH2:19][OH:20])[C@@H:9]([OH:15])[C@H:10]([OH:11])[C@@H:5]1[OH:4] |f:1.2.3|. Procedure details: A solution of 36 (100 mg) in MeOH-H2O-Et3N 5:4:1 (v/v/v, 3 ml) is kept for 3 hours at room temperature, and evaporated to a residue which is put on a Sephadex G-25 column and eluted with water. The desired fractions are combined and lyophilized to give the title compound (65 mg, 100%): NMR (D2O)δ: 5.38 (d, J1,2 =15 Hz), 5.35 (d,J1,2 =1.5 Hz) (H-1), 2.70 (t), 2.63 (t) (SCH2CH2). The reactants are O=C([O-])[O-], O=C1CCCCC1Cl, Cl, [K+], [K+], CCN(CC)CCNC(=O)c1cc(Cl)c(N)cc1O, CN(C)C=O. Yields the product CCN(CC)CCNC(=O)c1cc(Cl)c(N)cc1OC1CCCCC1=O. RXN SMILES: [C:21](=[O:22])([O-:23])[O-:24].[Cl:27][CH:28]1[C:29](=[O:34])[CH2:30][CH2:31][CH2:32][CH2:33]1.[ClH:1].[K+:25].[K+:26].[NH2:2][c:3]1[cH:4][c:5]([OH:20])[c:6]([C:7](=[O:8])[NH:9][CH2:10][CH2:11][N:12]([CH2:13][CH3:14])[CH2:15][CH3:16])[cH:17][c:18]1[Cl:19].[O:35]=[CH:36][N:37]([CH3:38])[CH3:39]>>[NH2:2][c:3]1[cH:4][c:5]([O:20][CH:28]2[C:29](=[O:34])[CH2:30][CH2:31][CH2:32][CH2:33]2)[c:6]([C:7](=[O:8])[NH:9][CH2:10][CH2:11][N:12]([CH2:13][CH3:14])[CH2:15][CH3:16])[cH:17][c:18]1[Cl:19]. Reactants: BrC=1C(=CC2=C(OCO2)C1)SC=1NC2=C(C(=NC=C2)N)N1 (2-[(6-bromo-1,3-benzodioxol-5-yl)sulfanyl]-1H-imidazo[4,5-c]pyridin-4-amine), C(C)(=O)O[C@H](C(=O)N1CCC(CC1)CCOS(=O)(=O)C1=CC=C(C=C1)C)C ((2S)-1-[4-(2-{[(4-methylphenyl)sulfonyl]oxy}ethyl)piperidin-1-yl]-1-oxopropan-2-yl acetate). Product: C(C)(=O)O[C@H](C(=O)N1CCC(CC1)CCN1C(=NC=2C(=NC=CC21)N)SC2=CC1=C(OCO1)C=C2Br)C ((2S)-1-[4-(2-{4-Amino-2-[(6-bromo-1,3-benzodioxol-5-yl)sulfanyl]-1H-imidazo[4,5-c]pyridin-1-yl}ethyl)piperidin-1-yl]-1-oxopropan-2-yl acetate). Reaction SMILES: [Br:1][C:2]1[C:3]([S:11][C:12]2[NH:13][C:14]3[CH:19]=[CH:18][N:17]=[C:16]([NH2:20])[C:15]=3[N:21]=2)=[CH:4][C:5]2[O:9][CH2:8][O:7][C:6]=2[CH:10]=1.[C:22]([O:25][C@@H:26]([CH3:48])[C:27]([N:29]1[CH2:34][CH2:33][CH:32]([CH2:35][CH2:36]OS(C2C=CC(C)=CC=2)(=O)=O)[CH2:31][CH2:30]1)=[O:28])(=[O:24])[CH3:23]>>[C:22]([O:25][C@@H:26]([CH3:48])[C:27]([N:29]1[CH2:34][CH2:33][CH:32]([CH2:35][CH2:36][N:13]2[C:14]3[CH:19]=[CH:18][N:17]=[C:16]([NH2:20])[C:15]=3[N:21]=[C:12]2[S:11][C:3]2[C:2]([Br:1])=[CH:10][C:6]3[O:7][CH2:8][O:9][C:5]=3[CH:4]=2)[CH2:31][CH2:30]1)=[O:28])(=[O:24])[CH3:23]. Procedure: The title compound was prepared by a similar procedure described for step 7 of example 1 using 2-[(6-bromo-1,3-benzodioxol-5-yl)sulfanyl]-1H-imidazo[4,5-c]pyridin-4-amine (350 mg, 0.95 mmol) and (2S)-1-[4-(2-{[(4-methylphenyl)sulfonyl]oxy}ethyl)piperidin-1-yl]-1-oxopropan-2-yl acetate (662 mg, 1.66 mmol). LC-MS [M+H]+ 590.1. This product is used for the next step without further purification. Reactants: C(C)(C)(C)OC(NC(C(=O)N1CC2=CC=CC=C2CC1)CC1=CNC2=CC=CC=C12)=O ([2-(3,4-Dihydro-1H-isoquinolin-2-yl)-1-(1H-indol-3-ylmethyl)-2-oxo-ethyl]-carbamic acid tert-butyl ester), FC(C(=O)O)(F)F (Trifluoroacetic acid). The solvent is C(Cl)Cl (CH2Cl2). Run at time 90 minute. Product: NC(C(=O)N1CC2=CC=CC=C2CC1)CC1=CNC2=CC=CC=C12 (2-Amino-1-(3,4-dihydro-1H-isoquinolin-2-yl)-3-(1H-indol-3-yl)-propan-1-one). RXN SMILES: C(OC(=O)[NH:7][CH:8]([CH2:21][C:22]1[C:30]2[C:25](=[CH:26][CH:27]=[CH:28][CH:29]=2)[NH:24][CH:23]=1)[C:9]([N:11]1[CH2:20][CH2:19][C:18]2[C:13](=[CH:14][CH:15]=[CH:16][CH:17]=2)[CH2:12]1)=[O:10])(C)(C)C.FC(F)(F)C(O)=O>C(Cl)Cl>[NH2:7][CH:8]([CH2:21][C:22]1[C:30]2[C:25](=[CH:26][CH:27]=[CH:28][CH:29]=2)[NH:24][CH:23]=1)[C:9]([N:11]1[CH2:20][CH2:19][C:18]2[C:13](=[CH:14][CH:15]=[CH:16][CH:17]=2)[CH2:12]1)=[O:10]. Procedure details: [2-(3,4-Dihydro-1H-isoquinolin-2-yl)-1-(1H-indol-3-ylmethyl)-2-oxo-ethyl]-carbamic acid tert-butyl ester (2.90 g, 6.91 mmol) was dissolved in CH2Cl2 (10 ml). Trifluoroacetic acid (10 ml) was added and the mixture was stirred for 90 minutes at r.t. until analytical HPLC indicated complete consumption of the starting material. The solvent was evaporated, the residue was taken up in ethyl acetate, washed (water), and dried (Na2SO4). After evaporation of the solvent, the title compound, MS: m/e=320.... Reactants: CCNc1ccccc1C(C)=O, CC(=O)OC(C)=O, O=CO, [Na+], [OH-], O. Product: CCN(C=O)c1ccccc1C(C)=O. RXN SMILES: [CH2:11]([CH3:12])[NH:13][c:14]1[c:15]([C:20]([CH3:21])=[O:22])[cH:16][cH:17][cH:18][cH:19]1.[CH3:1][C:2]([O:3][C:4](=[O:5])[CH3:6])=[O:7].[CH:8](=[O:9])[OH:10].[Na+:24].[OH-:23].[OH2:25]>>[CH:8](=[O:10])[N:13]([CH2:11][CH3:12])[c:14]1[c:15]([C:20]([CH3:21])=[O:22])[cH:16][cH:17][cH:18][cH:19]1. Reactants: Cl.Cl.Cl.NC[C@@H](C(=O)OC)N1CCN(CC1)CC1=CC=C(C=C1)F (methyl (S)-3-amino-2-[4-(4-fluorobenzyl)piperazin-1-yl]propanoate trihydro chloride), Cl.CC1=NC2=CC=CC=C2C(=C1)COC1=CC=C(C=C1)S(=O)(=O)Cl (4-(2-methylquinolin-4-ylmethoxy)benzenesulfonyl chloride hydrochloride), FC1=CC=C(CN2CCN(CC2)C(C(=O)[O-])CNS(=O)(=O)C2=CC=C(C=C2)OCC2=CC(=NC3=CC=CC=C23)C)C=C1 (4-(4-fluorobenzyl)piperazin-1-yl-3-(4-(2-methylquinolin-4-ylmethoxy)benzenesulfonylamino]propanoate). Product: FC1=CC=C(CN2CCN(CC2)[C@H](C(=O)OC)CNS(=O)(=O)C2=CC=C(C=C2)OCC2=CC(=NC3=CC=CC=C23)C)C=C1 (Methyl (S)-2-[4-(4-fluorobenzyl)piperazin-1-yl]-3-[4-(2-methylquinolin-4-ylmethoxy)benzenesulfonylamino]propanoate). As a reaction SMILES: Cl.Cl.Cl.[NH2:4][CH2:5][C@H:6]([N:11]1[CH2:16][CH2:15][N:14]([CH2:17][C:18]2[CH:23]=[CH:22][C:21]([F:24])=[CH:20][CH:19]=2)[CH2:13][CH2:12]1)[C:7]([O:9][CH3:10])=[O:8].Cl.[CH3:26][C:27]1[CH:36]=[C:35]([CH2:37][O:38][C:39]2[CH:44]=[CH:43][C:42]([S:45](Cl)(=[O:47])=[O:46])=[CH:41][CH:40]=2)[C:34]2[C:29](=[CH:30][CH:31]=[CH:32][CH:33]=2)[N:28]=1.FC1C=CC(CN2CCN(C(CNS(C3C=CC(OCC4C5C(=CC=CC=5)N=C(C)C=4)=CC=3)(=O)=O)C([O-])=O)CC2)=CC=1>>[F:24][C:21]1[CH:20]=[CH:19][C:18]([CH2:17][N:14]2[CH2:13][CH2:12][N:11]([C@@H:6]([CH2:5][NH:4][S:45]([C:42]3[CH:43]=[CH:44][C:39]([O:38][CH2:37][C:35]4[C:34]5[C:29](=[CH:30][CH:31]=[CH:32][CH:33]=5)[N:28]=[C:27]([CH3:26])[CH:36]=4)=[CH:40][CH:41]=3)(=[O:46])=[O:47])[C:7]([O:9][CH3:10])=[O:8])[CH2:16][CH2:15]2)=[CH:23][CH:22]=1 |f:0.1.2.3,4.5|. Procedure details: In a manner analogous to example 3.6, using 1.5 g (3.7 mmol) of methyl (S)-3-amino-2-[4-(4-fluorobenzyl)piperazin-1-yl]propanoate trihydro chloride and 1.6 g (4.1 mmol) of 4-(2-methylquinolin-4-ylmethoxy)benzenesulfonyl chloride hydrochloride (prepared as described in 17.2), 1.0 g (46%) of methyl (S)-2-[4-(4-fluorobenzyl)piperazin-1-yl-3-(4-(2-methylquinolin-4-ylmethoxy)benzenesulfonylamino]propanoate is obtained in the form of a white solid. Reactants: O1C=C(C=C1)[C@@H]1[C@]2(C)[C@](CC1)([C@@H]1CC[C@@H]3C[C@H](CC[C@]3(C)[C@H]1CC2)O)O (17β-(3-furyl)-5β-androstane-3β,14β-diol), 377)in, CN(C=O)C (dimethylformamide), N1C=NC=C1 (imidazole), [Si](C)(C)(C(C)(C)C)Cl (t-butyldimethylsilyl chloride). The solvent is O (water). Product: [Si](C)(C)(C(C)(C)C)O[C@@H]1C[C@H]2CC[C@H]3[C@]4(CC[C@@H]([C@@]4(C)CC[C@@H]3[C@]2(CC1)C)C1=COC=C1)O (3β-tert-butyldimethylsilyloxy-17β-(3-furyl)-5β-androstan-14β-ol). The yield is 113.7%. As a reaction SMILES: [O:1]1[CH:5]=[CH:4][C:3]([C@H:6]2[CH2:11][CH2:10][C@:9]3([OH:26])[C@H:12]4[C@H:22]([CH2:23][CH2:24][C@:7]23[CH3:8])[C@:20]2([CH3:21])[C@@H:15]([CH2:16][C@@H:17]([OH:25])[CH2:18][CH2:19]2)[CH2:14][CH2:13]4)=[CH:2]1.CN(C)C=O.N1C=CN=C1.[Si:37](Cl)([C:40]([CH3:43])([CH3:42])[CH3:41])([CH3:39])[CH3:38]>O>[Si:37]([O:25][C@H:17]1[CH2:18][CH2:19][C@@:20]2([CH3:21])[C@H:15]([CH2:14][CH2:13][C@@H:12]3[C@@H:22]2[CH2:23][CH2:24][C@@:7]2([CH3:8])[C@:9]3([OH:26])[CH2:10][CH2:11][C@@H:6]2[C:3]2[CH:4]=[CH:5][O:1][CH:2]=2)[CH2:16]1)([C:40]([CH3:43])([CH3:42])[CH3:41])([CH3:39])[CH3:38]. Procedure: To a solution of 10 g of 17β-(3-furyl)-5β-androstane-3β,14β-diol (II-a: Ref. comp.) (Minato H. and Nagasaki T., J. Chem. Soc.(C), 1966, 377)in 80 ml of dimethylformamide, 18 g of imidazole and 20.0 g of t-butyldimethylsilyl chloride were added at 0° C. After 12 hrs the mixture was poured into water and extracted with ethyl acetate. The organic layer was dried over sodium sulfate and evaporated to dryness under reduced pressure and 15 g of crude 3β-tert-butyldimethylsilyloxy-17β-(3-furyl)-5β-andr...